This data is from the Open Reaction Database (ORD), a public repository of structured organic reaction records. The task is: describe an organic reaction: reactants, conditions, products, and yield Reactants: NC1=NC=C(C=N1)C1=CC2=C(N(C(=N2)C=2C=C(C#N)C=CC2N2N=CN=C2)C(C)(C)C)C=C1 (3-[5-(2-Amino-pyrimidin-5-yl)-1-tert-butyl-1H-benzimidazol-2-yl]-4-1,2,4-triazol-1-yl-benzonitrile), CCO (EtOH), [OH-].[K+] (KOH). Run in O (H2O). Conditions: temperature 80 celsius. The product is NC1=NC=C(C=N1)C1=CC2=C(N(C(=N2)C=2C=C(C(=O)O)C=CC2N2N=CN=C2)C(C)(C)C)C=C1 (3-[5-(2-Amino-pyrimidin-5-yl)-1-tert-butyl-1H-benzimidazol-2-yl]-4-1,2,4-triazol-1-yl-benzoic acid). Reaction SMILES: [NH2:1][C:2]1[N:7]=[CH:6][C:5]([C:8]2[CH:33]=[CH:32][C:11]3[N:12]([C:28]([CH3:31])([CH3:30])[CH3:29])[C:13]([C:15]4[CH:16]=C([CH:20]=[CH:21][C:22]=4[N:23]4[CH:27]=[N:26][CH:25]=[N:24]4)C#N)=[N:14][C:10]=3[CH:9]=2)=[CH:4][N:3]=1.[OH-:34].[K+].[CH3:36][CH2:37][OH:38]>O>[NH2:1][C:2]1[N:7]=[CH:6][C:5]([C:8]2[CH:33]=[CH:32][C:11]3[N:12]([C:28]([CH3:31])([CH3:30])[CH3:29])[C:13]([C:15]4[CH:16]=[C:36]([CH:20]=[CH:21][C:22]=4[N:23]4[CH:27]=[N:26][CH:25]=[N:24]4)[C:37]([OH:34])=[O:38])=[N:14][C:10]=3[CH:9]=2)=[CH:4][N:3]=1 |f:1.2|. Procedure details: To a mixture of 3-[5-(2-amino-pyrimidin-5-yl)-1-tert-butyl-1H-benzimidazol-2-yl]-4-1,2,4-triazol-1-yl-benzonitrile (Example 7) (400 mg, 0.92 mmol) in EtOH (10 mL) is added KOH (103 mg, 1.8 mmol) in H2O (1 mL) at room temperature. The mixture is heated to 80° C. for 48 hours. The solution is cooled down and is concentrated under vacuum. The residue is dissolved in H2O (10 mL) and the pH of the solution is adjusted to 6 with 2M HCl solution. The white solid that precipitates out from the solution ... Yields the product BrC(Cc1ccccc1)c1ccccc1. As a reaction SMILES: [CH3:21][CH2:22][O:23][CH2:24][CH3:25].[OH2:20].[P:16]([Br:17])([Br:18])[Br:19].[c:1]1([CH:7]([CH2:8][c:9]2[cH:10][cH:11][cH:12][cH:13][cH:14]2)[OH:15])[cH:2][cH:3][cH:4][cH:5][cH:6]1>>[c:1]1([CH:7]([CH2:8][c:9]2[cH:10][cH:11][cH:12][cH:13][cH:14]2)[Br:17])[cH:2][cH:3][cH:4][cH:5][cH:6]1. Starting materials: CCOCC, O, BrP(Br)Br, OC(Cc1ccccc1)c1ccccc1. The reactants are N1=CNC2=C1C=CC(=C2)C(=O)NN (benzimidazol-5-carbohydrazide), CSC1=CC=C(C=C1)CCC(=O)O (3-(4-methylthiophenyl)propionic acid). The product is CSC1=CC=C(CCC2=NN=C(O2)C2=CC3=C(NC=N3)C=C2)C=C1 (5-(5-(4-(Methylthio)phenethyl)-1,3,4-oxadiazol-2-yl)-1H-benzo[d]imidazole). As a reaction SMILES: [N:1]1[C:5]2[CH:6]=[CH:7][C:8]([C:10]([NH:12][NH2:13])=[O:11])=[CH:9][C:4]=2[NH:3][CH:2]=1.[CH3:14][S:15][C:16]1[CH:21]=[CH:20][C:19]([CH2:22][CH2:23][C:24](O)=O)=[CH:18][CH:17]=1>>[CH3:14][S:15][C:16]1[CH:21]=[CH:20][C:19]([CH2:22][CH2:23][C:24]2[O:11][C:10]([C:8]3[CH:7]=[CH:6][C:5]4[NH:1][CH:2]=[N:3][C:4]=4[CH:9]=3)=[N:12][N:13]=2)=[CH:18][CH:17]=1. Reported procedure: The compound was synthesized starting from benzimidazol-5-carbohydrazide (176 mg, 1 mmol) and 3-(4-methylthiophenyl)propionic acid (197 mg; 1 mmol) as described in method 2; Reactants: CC1=C(C(=O)N)C=CC=C1C (2,3-dimethylbenzamide), P(Cl)(Cl)(Cl)(Cl)Cl (phosphorus pentachloride), C(=O)O (formic acid). The solvent is C(Cl)(Cl)(Cl)Cl (carbon tetrachloride). Conditions: time 20 minute. Yields the product ClP(=O)(NC(C1=C(C(=CC=C1)C)C)=O)Cl (N-[Dichlorophosphinyl]-2,3-dimethylbenzamide). RXN SMILES: [CH3:1][C:2]1[C:10]([CH3:11])=[CH:9][CH:8]=[CH:7][C:3]=1[C:4]([NH2:6])=[O:5].[P:12]([Cl:17])(Cl)(Cl)(Cl)[Cl:13].C(O)=[O:19]>C(Cl)(Cl)(Cl)Cl>[Cl:13][P:12]([Cl:17])([NH:6][C:4](=[O:5])[C:3]1[CH:7]=[CH:8][CH:9]=[C:10]([CH3:11])[C:2]=1[CH3:1])=[O:19]. Reported procedure: Heated at 70° for 30 min. a mixture containing 23.3 g (0.16 mole) of 2,3-dimethylbenzamide, 32.5 g (0.16 mole) of phosphorus pentachloride and 250 ml of AR carbon tetrachloride. The resulting solution was cooled to 30° and 7.4 g (0.16 mole) of 97% formic acid added. Continued to stir at 30° for 20 min. then chilled to 0°, filtered, washed with AR carbon tetrachloride and air-dried to give 36.1 g, m.p. 88°-90°. Starting materials: C(C)(C)(C)OC(=O)NC(C(=O)OCC)CC#CC ((±)-ethyl 2-[(tert-butoxycarbonyl)amino]-4-hexynoate), O.[OH-].[Li+] (lithium hydroxide monohydrate). Solvent: C1CCOC1 (THF), O (water). Conditions: temperature 0 celsius, time 1 hour. Yields the product C(C)(C)(C)OC(=O)NC(C(=O)O)CC#CC ((±)-2-[(tert-butoxycarbonyl)amino]-4-hexynoic acid). Reaction SMILES: [C:1]([O:5][C:6]([NH:8][CH:9]([CH2:15][C:16]#[C:17][CH3:18])[C:10]([O:12]CC)=[O:11])=[O:7])([CH3:4])([CH3:3])[CH3:2].O.[OH-].[Li+]>C1COCC1.O>[C:1]([O:5][C:6]([NH:8][CH:9]([CH2:15][C:16]#[C:17][CH3:18])[C:10]([OH:12])=[O:11])=[O:7])([CH3:4])([CH3:3])[CH3:2] |f:1.2.3|. Reported procedure: To a solution of the product from Step C (ca. 51.8 mmol) in THF (100 mL) and water (20 mL) was added at 0° C. a solution of lithium hydroxide monohydrate (6.5 g, 155 mmol). The solution was stirred for 1 hour at 0° C., then warmed to room temperature. After 48 hours, the solution was concentrated in vacuo. The aqueous mixture was extracted with EtOAc, acidified at 0° C. with 10% aq. HCl soln., then extracted with three portions of dichloromethane. The combined dichloromethane extracts were dried... The reactants are CC(=O)[O-], CS(C)=O, CCOC(C)=O, COC(=O)C(C)(C)CCCl, [Na+], O, O=C1c2ccccc2C(=O)N1O. The product is COC(=O)C(C)(C)CCON1C(=O)c2ccccc2C1=O. As a reaction SMILES: [CH3:14][C:15](=[O:16])[O-:17].[CH3:29][S:30](=[O:31])[CH3:32].[CH3:33][CH2:34][O:35][C:36](=[O:37])[CH3:38].[Cl:18][CH2:19][CH2:20][C:21]([C:22](=[O:23])[O:24][CH3:25])([CH3:26])[CH3:27].[Na+:13].[OH2:28].[OH:1][N:2]1[C:3](=[O:12])[c:4]2[c:5]([cH:8][cH:9][cH:10][cH:11]2)[C:6]1=[O:7]>>[O:1]([N:2]1[C:3](=[O:12])[c:4]2[c:5]([cH:8][cH:9][cH:10][cH:11]2)[C:6]1=[O:7])[CH2:19][CH2:20][C:21]([C:22](=[O:23])[O:24][CH3:25])([CH3:26])[CH3:27]. Starting materials: O=C1c2ccccc2C(=O)N1CCCBr, O=C([O-])[O-], CC(C)=O, [K+], [K+], OCCN1CCNCC1. Yields the product O=C1c2ccccc2C(=O)N1CCCN1CCN(CCO)CC1. As a reaction SMILES: [Br:1][CH2:2][CH2:3][CH2:4][N:5]1[C:6](=[O:15])[c:7]2[c:8]([cH:11][cH:12][cH:13][cH:14]2)[C:9]1=[O:10].[C:25](=[O:26])([O-:27])[O-:28].[CH3:31][C:32](=[O:33])[CH3:34].[K+:29].[K+:30].[OH:16][CH2:17][CH2:18][N:19]1[CH2:20][CH2:21][NH:22][CH2:23][CH2:24]1>>[CH2:2]([CH2:3][CH2:4][N:5]1[C:6](=[O:15])[c:7]2[c:8]([cH:11][cH:12][cH:13][cH:14]2)[C:9]1=[O:10])[N:22]1[CH2:21][CH2:20][N:19]([CH2:18][CH2:17][OH:16])[CH2:24][CH2:23]1. Reactants: [OH-].[Na+] (NaOH), O (H2O), COC(COC1=C(C2=CC=C(C=C2C=C1)CNC(=O)C=1C=NN(C1C(F)(F)F)C1=CC=C(C=C1)Cl)Br)=O ([1-bromo-6-({[1-(4-chloro-phenyl)-5-trifluoromethyl-1H-pyrazole-4-carbonyl]-amino}-methyl)-naphthalen-2-yloxy]-acetic acid methyl ester), [OH-].[Na+] (NaOH). Solvent: CO (methanol). Conditions: time 8 hour. The product is BrC1=C(C=CC2=CC(=CC=C12)CNC(=O)C=1C=NN(C1C(F)(F)F)C1=CC=C(C=C1)Cl)OCC(=O)O ([1-Bromo-6-({[1-(4-chloro-phenyl)-5-trifluoromethyl-1H-pyrazole-4-carbonyl]-amino}-methyl)-naphthalen-2-yloxy]-acetic acid). Yield: 82.8%. As a reaction SMILES: C[O:2][C:3](=[O:37])[CH2:4][O:5][C:6]1[CH:15]=[CH:14][C:13]2[C:8](=[CH:9][CH:10]=[C:11]([CH2:16][NH:17][C:18]([C:20]3[CH:21]=[N:22][N:23]([C:29]4[CH:34]=[CH:33][C:32]([Cl:35])=[CH:31][CH:30]=4)[C:24]=3[C:25]([F:28])([F:27])[F:26])=[O:19])[CH:12]=2)[C:7]=1[Br:36].[OH-].[Na+].O>CO>[Br:36][C:7]1[C:8]2[C:13](=[CH:12][C:11]([CH2:16][NH:17][C:18]([C:20]3[CH:21]=[N:22][N:23]([C:29]4[CH:34]=[CH:33][C:32]([Cl:35])=[CH:31][CH:30]=4)[C:24]=3[C:25]([F:26])([F:27])[F:28])=[O:19])=[CH:10][CH:9]=2)[CH:14]=[CH:15][C:6]=1[O:5][CH2:4][C:3]([OH:37])=[O:2] |f:1.2|. Reported procedure: A mixture of [1-bromo-6-({[1-(4-chloro-phenyl)-5-trifluoromethyl-1H-pyrazole-4-carbonyl]-amino}-methyl)-naphthalen-2-yloxy]-acetic acid methyl ester (0.175 g, 0.29 mmol), prepared in the previous step, 1N NaOH (323 μL, 0.323 mmol), 2 mL of H2O and 100 mL of methanol was warmed until all solids had gone into solution. When the reaction cooled a solid precipitated. After the reaction had stirred for 17 h (overnight) a solid was still present. Another 162 μL (0.162 mmol) of 1N NaOH was added. The r... Yields the product CN1CCC(c2c[nH]c3ccc(C(=O)O)cc23)CC1. The reactants are CN1CC=C(c2c[nH]c3ccc(C(=O)O)cc23)CC1, CCO, [NH4+], [OH-], O, O=S(=O)(O)O. Reaction SMILES: [C:1](=[O:2])([OH:3])[c:4]1[cH:5][c:6]2[c:7]([C:13]3=[CH:14][CH2:15][N:16]([CH3:19])[CH2:17][CH2:18]3)[cH:8][nH:9][c:10]2[cH:11][cH:12]1.[CH3:28][CH2:29][OH:30].[NH4+:26].[OH-:27].[OH2:25].[S:20](=[O:21])(=[O:22])([OH:23])[OH:24]>>[C:1](=[O:2])([OH:3])[c:4]1[cH:5][c:6]2[c:7]([CH:13]3[CH2:14][CH2:15][N:16]([CH3:19])[CH2:17][CH2:18]3)[cH:8][nH:9][c:10]2[cH:11][cH:12]1.